This data is from the Open Reaction Database (ORD), a public repository of structured organic reaction records. The task is: describe an organic reaction: reactants, conditions, products, and yield Reactants: C(C)(=O)N1C(CC2=CC(=CC=C12)C(C)=O)=O (1,5-diacetyl-2-indolinone), COC1=CC=C(C(=O)O)C=C1 (4-methoxybenzoic acid). Yields the product C(C)(=O)N1C(C(C2=CC(=CC=C12)C(C)=O)=C(O)C1=CC=C(C=C1)OC)=O (1,5-diacetyl-3-[(4-methoxy-phenyl)-hydroxy-methylidene]-2-indolinone). RXN SMILES: [C:1]([N:4]1[C:12]2[C:7](=[CH:8][C:9]([C:13](=[O:15])[CH3:14])=[CH:10][CH:11]=2)[CH2:6][C:5]1=[O:16])(=[O:3])[CH3:2].[CH3:17][O:18][C:19]1[CH:27]=[CH:26][C:22]([C:23](O)=[O:24])=[CH:21][CH:20]=1>>[C:1]([N:4]1[C:12]2[C:7](=[CH:8][C:9]([C:13](=[O:15])[CH3:14])=[CH:10][CH:11]=2)[C:6](=[C:23]([C:22]2[CH:26]=[CH:27][C:19]([O:18][CH3:17])=[CH:20][CH:21]=2)[OH:24])[C:5]1=[O:16])(=[O:3])[CH3:2]. Procedure details: Prepared from 1,5-diacetyl-2-indolinone and 4-methoxybenzoic acid The reactants are C(C)(=O)OC1=C(C=C2C(OCC2=C1)=O)OC(C)=O (Acetic acid 6-acetoxy-3-oxo-1,3-dihydro-isobenzofuran-5-yl ester), N1CCOCC1 (morpholine). Solvent: CN(C=O)C (N,N-dimethylformamide). Run at time 8 hour. Product: OC1=C(C=C2C(OCC2=C1)=O)OC(C)=O (Acetic acid 6-hydroxy-3-oxo-1,3-dihydro-isobenzofuran-5-yl ester). As a reaction SMILES: C([O:4][C:5]1[CH:13]=[C:12]2[C:8]([C:9](=[O:14])[O:10][CH2:11]2)=[CH:7][C:6]=1[O:15][C:16](=[O:18])[CH3:17])(=O)C.N1CCOCC1>CN(C)C=O>[OH:4][C:5]1[CH:13]=[C:12]2[C:8]([C:9](=[O:14])[O:10][CH2:11]2)=[CH:7][C:6]=1[O:15][C:16](=[O:18])[CH3:17]. Reported procedure: Acetic acid 6-acetoxy-3-oxo-1,3-dihydro-isobenzofuran-5-yl ester (5.0 g) was dissolved in N,N-dimethylformamide (100 ml) followed by addition of morpholine (1.78 ml). The solution was stirred at room temperature overnight followed by concentration in reduced pressure. Ethyl acetate (200 ml) was added to the remainder. The organic phase was washed two times with a mixture of aqueous HCl (50 ml, 2M) and brine (50 ml). The organic solvent was dried over anhydrous Na2SO4, filtered and evaporated to ...